From a dataset of the Open Reaction Database (ORD), a public repository of structured organic reaction records. describe an organic reaction: reactants, conditions, products, and yield Starting materials: FC1=C(C=C(C=C1)N=C=O)[N+](=O)[O-] (4-Fluoro-3-nitrophenyl isocyanate), FC(C=1C=C(N)C=CC1)(F)F (3-trifluoromethyl aniline). The solvent is C(Cl)Cl (methylene chloride), C(Cl)Cl (methylene chloride). Conditions: time 12 hour. Product: FC1=C(C=C(C=C1)NC(=O)NC1=CC(=CC=C1)C(F)(F)F)[N+](=O)[O-] (1-(4-Fluoro-3-nitro-phenyl)-3-(3-trifluoromethyl-phenyl)-urea). Isolated yield 98.6%. As a reaction SMILES: [F:1][C:2]1[CH:7]=[CH:6][C:5]([N:8]=[C:9]=[O:10])=[CH:4][C:3]=1[N+:11]([O-:13])=[O:12].[F:14][C:15]([F:24])([F:23])[C:16]1[CH:17]=[C:18]([CH:20]=[CH:21][CH:22]=1)[NH2:19]>C(Cl)Cl>[F:1][C:2]1[CH:7]=[CH:6][C:5]([NH:8][C:9]([NH:19][C:18]2[CH:20]=[CH:21][CH:22]=[C:16]([C:15]([F:14])([F:23])[F:24])[CH:17]=2)=[O:10])=[CH:4][C:3]=1[N+:11]([O-:13])=[O:12]. Procedure details: 4-Fluoro-3-nitrophenyl isocyanate (15 g, 82.40 mmol) was dissolved in 200 mL of methylene chloride under a nitrogen atmosphere. A solution of 3-trifluoromethyl aniline (13.27 g, 82.40 mmol) dissolved in 50 mL of methylene chloride was added drop-wise. The reaction was left to stir for 12 hours. During this time, a yellow precipitate formed. This solid was collected by filtration and dried under vacuum to give 27.9 g of pure product (98% yield). 1H NMR (400 MHz CDCl3) δ: 7.25 (dd, 1H), 7.39–7.46 ... Starting materials: C(C)OC(C[C@H](NC(CN(C1CC1)C(CCCC1=C(C(=NC=C1)C(=O)OC(C)(C)C)N)=O)=O)CCC1=CNC2=CC=CC=C12)=O (4-(2-Boc-amino-pyridin-4-yl)butanoyl-N-cyclopropylglycyl-3(R)-[2-(indol-3-yl)ethyl]-β-alanine ethyl ester), [OH-].[Na+] (NaOH). Run in CCO (EtOH), CCOC(=O)C (EtOAc). The product is C(=O)(OC(C)(C)C)C1=NC=CC(=C1N)CCCC(=O)N(CC(=O)N[C@@H](CC(=O)O)CCC1=CNC2=CC=CC=C12)C1CC1 (4-(2-Boc-amino-pyridin-4-yl)butanoyl-N-cyclopropylglycyl-3(R)-[2-(indol-3-yl)ethyl]-β-alanine). As a reaction SMILES: C([O:3][C:4](=[O:45])[CH2:5][C@@H:6]([CH2:34][CH2:35][C:36]1[C:44]2[C:39](=[CH:40][CH:41]=[CH:42][CH:43]=2)[NH:38][CH:37]=1)[NH:7][C:8](=[O:33])[CH2:9][N:10]([C:14](=[O:32])[CH2:15][CH2:16][CH2:17][C:18]1[CH:23]=[CH:22][N:21]=[C:20]([C:24]([O:26][C:27]([CH3:30])([CH3:29])[CH3:28])=[O:25])[C:19]=1[NH2:31])[CH:11]1[CH2:13][CH2:12]1)C.[OH-].[Na+]>CCO.CCOC(C)=O>[C:24]([C:20]1[C:19]([NH2:31])=[C:18]([CH2:17][CH2:16][CH2:15][C:14]([N:10]([CH:11]2[CH2:13][CH2:12]2)[CH2:9][C:8]([NH:7][C@H:6]([CH2:34][CH2:35][C:36]2[C:44]3[C:39](=[CH:40][CH:41]=[CH:42][CH:43]=3)[NH:38][CH:37]=2)[CH2:5][C:4]([OH:45])=[O:3])=[O:33])=[O:32])[CH:23]=[CH:22][N:21]=1)([O:26][C:27]([CH3:29])([CH3:30])[CH3:28])=[O:25] |f:1.2|. Procedure: Ester 8-1 (223 mg, 0.36 mmol) was dissolved in 4 mL EtOH, then 1 N NaOH (0.90 mL, 0.90 mmol) was added. After a few hours the reaction was diluted with EtOAc, extracted with water and the pH of the aq. phase was adjusted to 1 with 10% KHSO4. The aqueous layer was extracted with EtOAc (2x), the combined organic layers were washed with brine, dried (MgSO4), filtered and concentrated, providing 8-2 as an oil. The reactants are CCCC1NCCN(Cc2ccc3c(N)ncnc3c2)C1=O, Nc1ccc(C=CC(=O)O)cn1. Product: CCCC1C(=O)N(Cc2ccc3c(N)ncnc3c2)CCN1C(=O)C=Cc1ccc(N)nc1. Reaction SMILES: [NH2:1][c:2]1[n:3][cH:4][n:5][c:6]2[cH:7][c:8]([CH2:12][N:13]3[C:14](=[O:22])[CH:15]([CH2:19][CH2:20][CH3:21])[NH:16][CH2:17][CH2:18]3)[cH:9][cH:10][c:11]12.[NH2:23][c:24]1[cH:25][cH:26][c:27]([CH:30]=[CH:31][C:32](=[O:33])[OH:34])[cH:28][n:29]1>>[NH2:1][c:2]1[n:3][cH:4][n:5][c:6]2[cH:7][c:8]([CH2:12][N:13]3[C:14](=[O:22])[CH:15]([CH2:19][CH2:20][CH3:21])[N:16]([C:32]([CH:31]=[CH:30][c:27]4[cH:26][cH:25][c:24]([NH2:23])[n:29][cH:28]4)=[O:33])[CH2:17][CH2:18]3)[cH:9][cH:10][c:11]12. Reactants: C1=C(C=C(C(=C1I)I)C(=O)O)I.C1CCCCC1 (TIBA cyclohexane). Solvent: C1(=CC=CC=C1)C (toluene). Yields the product C1=C(C=C(C(=C1I)I)C(=O)O)I (TIBA). RXN SMILES: [CH:1]1[C:6]([I:7])=[C:5]([I:8])[C:4]([C:9]([OH:11])=[O:10])=[CH:3][C:2]=1[I:12].C1CCCCC1>C1(C)C=CC=CC=1>[CH:1]1[C:6]([I:7])=[C:5]([I:8])[C:4]([C:9]([OH:11])=[O:10])=[CH:3][C:2]=1[I:12] |f:0.1|. Procedure details: 13.5 mL of TIBA/cyclohexane solution (113 g/L) were mixed with 3.2 mL of MAO/toluene solution to obtain a MAO/TIBA molar ratio of 2:1. The solution was stirred for 1 h at room temperature and transferred into a 50 mL Schlenk flask containing C-1 (28.4 mg, 38.3 μmol). The final solution was diluted with 7.7 mL of cyclohexane. Final mixture concentration=100 gTOT/L and 1.165 gmetallocene/L; color=dark red solution. The reactants are CCOC(=O)c1cn(C2CC2)c2c(F)c(Cl)c(F)c(NCc3ccccc3)c2c1=O, CC(=O)O, CCO, [H][H]. Yields the product CCOC(=O)c1cn(C2CC2)c2c(F)c(Cl)c(F)c(N)c2c1=O. RXN SMILES: [CH2:1]([c:2]1[cH:3][cH:4][cH:5][cH:6][cH:7]1)[NH:8][c:9]1[c:10]2[c:11](=[O:30])[c:12]([C:25](=[O:26])[O:27][CH2:28][CH3:29])[cH:13][n:14]([CH:22]3[CH2:23][CH2:24]3)[c:15]2[c:16]([F:21])[c:17]([Cl:20])[c:18]1[F:19].[CH3:33][C:34](=[O:35])[OH:36].[CH3:37][CH2:38][OH:39].[H:31][H:32]>>[NH2:8][c:9]1[c:10]2[c:11](=[O:30])[c:12]([C:25](=[O:26])[O:27][CH2:28][CH3:29])[cH:13][n:14]([CH:22]3[CH2:23][CH2:24]3)[c:15]2[c:16]([F:21])[c:17]([Cl:20])[c:18]1[F:19]. The reactants are C(CC1=CC=CC=C1)C1=C(C=O)C=CC=C1 (2-phenethylbenzaldehyde), [Br-].C(=O)(O)C1=CC=C(C[P+](C2=CC=CC=C2)(C2=CC=CC=C2)C2=CC=CC=C2)C=C1 (4-carboxybenzyltriphenylphosphonium bromide), C(CC1=CC=CC=C1)C1=C(C=CC=C1)CCCC1=CC=C(C(=O)OC)C=C1 (methyl 4-[3-(2-(phenethyl)phenyl)propyl]benzoate). Product: C(CC1=CC=CC=C1)C1=C(CCC2=CC=C(C(=O)OC)C=C2)C=CC=C1 (Methyl 4-[2-(phenethyl)phenethyl]benzoate). Reaction SMILES: [CH2:1]([C:9]1[CH:16]=[CH:15][CH:14]=[CH:13][C:10]=1[CH:11]=O)[CH2:2][C:3]1[CH:8]=[CH:7][CH:6]=[CH:5][CH:4]=1.[Br-].C(C1C=CC(C[P+](C2C=CC=CC=2)(C2C=CC=CC=2)C2C=CC=CC=2)=CC=1)(O)=O.C(C1C=CC=CC=1CC[CH2:63][C:64]1[CH:73]=[CH:72][C:67]([C:68]([O:70][CH3:71])=[O:69])=[CH:66][CH:65]=1)CC1C=CC=CC=1>>[CH2:1]([C:9]1[CH:16]=[CH:15][CH:14]=[CH:13][C:10]=1[CH2:11][CH2:63][C:64]1[CH:73]=[CH:72][C:67]([C:68]([O:70][CH3:71])=[O:69])=[CH:66][CH:65]=1)[CH2:2][C:3]1[CH:8]=[CH:7][CH:6]=[CH:5][CH:4]=1 |f:1.2|. Reported procedure: Methyl 4-[2-(phenethyl)phenethyl]benzoate was prepared from 2-phenethylbenzaldehyde and 4-carboxybenzyltriphenylphosphonium bromide using a similar method to the described in Example 24 for the preparation of methyl 4-[3-(2-(phenethyl)phenyl)propyl]benzoate. Starting materials: [BH4-], CCc1cc(-c2ccc(C=O)s2)c(C)[nH]c1=O, CO, [Na+]. Product: CCc1cc(-c2ccc(CO)s2)c(C)[nH]c1=O. Reaction SMILES: [BH4-:18].[CH2:1]([CH3:2])[c:3]1[cH:4][c:5](-[c:11]2[cH:12][cH:13][c:14]([CH:16]=[O:17])[s:15]2)[c:6]([CH3:10])[nH:7][c:8]1=[O:9].[CH3:20][OH:21].[Na+:19]>>[CH2:1]([CH3:2])[c:3]1[cH:4][c:5](-[c:11]2[cH:12][cH:13][c:14]([CH2:16][OH:17])[s:15]2)[c:6]([CH3:10])[nH:7][c:8]1=[O:9]. Reactants: CC(=O)OC(C)=O, ClC(Cl)Cl, Cl, Cl, O=C(Cc1ccccc1-c1ccccc1)N1CCC(Nc2nc(N3CCCNCC3)c3ccccc3n2)C1, c1ccncc1. Yields the product Cl, CC(=O)N1CCCN(c2nc(NC3CCN(C(=O)Cc4ccccc4-c4ccccc4)C3)nc3ccccc23)CC1. Reaction SMILES: [CH3:47][C:48](=[O:49])[O:50][C:51](=[O:52])[CH3:53].[CH:54]([Cl:55])([Cl:56])[Cl:57].[ClH:1].[ClH:2].[c:3]1(-[c:35]2[cH:36][cH:37][cH:38][cH:39][cH:40]2)[c:4]([CH2:9][C:10](=[O:11])[N:12]2[CH2:13][CH:14]([NH:17][c:18]3[n:19][c:20]4[cH:21][cH:22][cH:23][cH:24][c:25]4[c:26]([N:28]4[CH2:29][CH2:30][NH:31][CH2:32][CH2:33][CH2:34]4)[n:27]3)[CH2:15][CH2:16]2)[cH:5][cH:6][cH:7][cH:8]1.[cH:41]1[cH:42][cH:43][n:44][cH:45][cH:46]1>>[ClH:1].[c:3]1(-[c:35]2[cH:36][cH:37][cH:38][cH:39][cH:40]2)[c:4]([CH2:9][C:10](=[O:11])[N:12]2[CH2:13][CH:14]([NH:17][c:18]3[n:19][c:20]4[cH:21][cH:22][cH:23][cH:24][c:25]4[c:26]([N:28]4[CH2:29][CH2:30][N:31]([C:48]([CH3:47])=[O:49])[CH2:32][CH2:33][CH2:34]4)[n:27]3)[CH2:15][CH2:16]2)[cH:5][cH:6][cH:7][cH:8]1. The reactants are O1C(C(=O)OC2CCCCC2)C1C(=O)OC1CCCCC1 (dicyclohexyl epoxysuccinate), [OH-].[K+] (potassium hydroxide). Solvent: CN(C=O)C (dimethylformamide). Conditions: temperature 0 celsius, time 10 minute. The product is O1C(C(=O)O)C1C(=O)O.C1(CCCCC1)[K] (cyclohexyl potassium epoxysuccinate). As a reaction SMILES: [O:1]1[CH:12]([C:13]([O:15]C2CCCCC2)=[O:14])[CH:2]1[C:3]([O:5][CH:6]1[CH2:11][CH2:10][CH2:9][CH2:8][CH2:7]1)=[O:4].[OH-].[K+:23]>CN(C)C=O>[O:1]1[CH:12]([C:13]([OH:15])=[O:14])[CH:2]1[C:3]([OH:5])=[O:4].[CH:6]1([K:23])[CH2:11][CH2:10][CH2:9][CH2:8][CH2:7]1 |f:1.2,4.5|. Procedure: To a solution of 1.0 g (0.0034 mole) of dicyclohexyl epoxysuccinate dissolved in 30 ml of dimethylformamide, 2 ml of aqueous 1 N potassium hydroxide solution was added dropwise while being stirred and cooled at 0° C. After 10 min., the mixture was filtered. Then, to the solution, 400 ml of acetone was added and the mixture was allowed to stand for a while. The resulting crystals were recrystallized from water-acetone to give cyclohexyl potassium epoxysuccinate (EP-2) as colorless needles. Yield ...